Dataset: the Open Reaction Database (ORD), a public repository of structured organic reaction records. Task: describe an organic reaction: reactants, conditions, products, and yield Starting materials: CC(=O)Nc1ccc(Br)cn1, O=C([O-])O, CCCC[N+](CCCC)(CCCC)CCCC, CN(C)C=O, [Cl-], C=Cc1cccc([N+](=O)[O-])c1, [Na+], CC(=O)[O-], CC(=O)[O-], [Pd+2]. Yields the product CC(=O)Nc1ccc(C=Cc2cccc([N+](=O)[O-])c2)cn1. As a reaction SMILES: [C:12]([CH3:13])(=[O:14])[NH:15][c:16]1[n:17][cH:18][c:19]([Br:22])[cH:20][cH:21]1.[C:23](=[O:24])([OH:25])[O-:26].[CH2:29]([N+:30]([CH2:31][CH2:32][CH2:33][CH3:34])([CH2:35][CH2:36][CH2:37][CH3:38])[CH2:39][CH2:40][CH2:41][CH3:42])[CH2:43][CH2:44][CH3:45].[CH3:46][N:47]([CH3:48])[CH:49]=[O:50].[Cl-:28].[N+:1](=[O:2])([O-:3])[c:4]1[cH:5][c:6]([CH:7]=[CH2:8])[cH:9][cH:10][cH:11]1.[Na+:27].[O-:52][C:53]([CH3:54])=[O:55].[O-:56][C:57]([CH3:58])=[O:59].[Pd+2:51]>>[N+:1](=[O:2])([O-:3])[c:4]1[cH:5][c:6]([CH:7]=[CH:8][c:19]2[cH:18][n:17][c:16]([NH:15][C:12]([CH3:13])=[O:14])[cH:21][cH:20]2)[cH:9][cH:10][cH:11]1. Procedure: A 25-mL single-neck round-bottomed flask equipped with a magnetic stirrer and a reflux condenser was charged with 249a (407 mg, 1.0 mmol), {3-[(acetyloxy)methyl]-2-{4,4-dimethyl-9-oxo-1,10-diazatricyclo[6.4.0.02,6]dodeca-2(6),7-dien-10-yl}pyridin-4-yl}boronic acid 199e (800 mg, 2.0 mmol), K3PO4 (424 mg, 2.0 mmol), 1,1′-bis(diphenylphosphino)ferrocenedichloropalladium(II) (73 mg, 0.1 mmol), sodium acetate (164 mg, 2.0 mmol), acetonitrile (8 mL), and water (0.2 mL). After three cycles of vacuum/ar... Product: C(C)(=O)OCC=1C(=NC=CC1C1=CN(C(C(=C1)NC1=NC=C(C=C1)C(=O)N1[C@@H](COCC1)C)=O)C)N1C(C2=CC=3CC(CC3N2CC1)(C)C)=O ((2-{4,4-Dimethyl-9-oxo-1,10-diazatricyclo[6.4.0.02,6]dodeca-2(6),7-dien-10-yl}-4-{1-methyl-5-[(5-{[(3R)-3-methylmorpholin-4-yl}carbonyl}pyridin-2-yl)amino]-6-oxo-1,6-dihydropyridin-3-yl]pyridin-3-yl)methyl Acetate). Reactants: BrC=1C=C(C(N(C1)C)=O)NC1=NC=C(C=C1)C(=O)N1[C@@H](COCC1)C ((R)-5-Bromo-1-methyl-3-(5-(3-methylmorpholine-4-carbonyl)pyridin-2-ylamino)pyridin-2(1H)-one), C(C)(=O)OCC=1C(=NC=CC1B1OC(C(O1)(C)C)(C)C)N1C(C2=CC=3CC(CC3N2CC1)(C)C)=O ((2-{4,4-dimethyl-9-oxo-1,10-diazatricyclo[6.4.0.02,6]dodeca-2(6),7-dien-10-yl}-4-(tetramethyl-1,3,2-dioxaborolan-2-yl)pyridin-3-yl)methyl acetate), [O-]P(=O)([O-])[O-].[K+].[K+].[K+] (K3PO4), C(C)(=O)[O-].[Na+] (sodium acetate). Yield: 29.4%. Reagents/catalysts: C1=CC=C(C=C1)P([C-]2C=CC=C2)C3=CC=CC=C3.C1=CC=C(C=C1)P([C-]2C=CC=C2)C3=CC=CC=C3.Cl[Pd]Cl.[Fe+2] (1,1′-bis(diphenylphosphino)ferrocenedichloropalladium(II)). Run in O (water), C(C)#N (acetonitrile). Conditions: temperature 100 celsius. RXN SMILES: Br[C:2]1[CH:3]=[C:4]([NH:10][C:11]2[CH:16]=[CH:15][C:14]([C:17]([N:19]3[CH2:24][CH2:23][O:22][CH2:21][C@H:20]3[CH3:25])=[O:18])=[CH:13][N:12]=2)[C:5](=[O:9])[N:6]([CH3:8])[CH:7]=1.[C:26]([O:29][CH2:30][C:31]1[C:32]([N:46]2[CH2:57][CH2:56][N:55]3[C:48](=[CH:49][C:50]4[CH2:51][C:52]([CH3:59])([CH3:58])[CH2:53][C:54]=43)[C:47]2=[O:60])=[N:33][CH:34]=[CH:35][C:36]=1B1OC(C)(C)C(C)(C)O1)(=[O:28])[CH3:27].[O-]P([O-])([O-])=O.[K+].[K+].[K+].C([O-])(=O)C.[Na+]>C1C=CC(P(C2C=CC=CC=2)[C-]2C=CC=C2)=CC=1.C1C=CC(P(C2C=CC=CC=2)[C-]2C=CC=C2)=CC=1.Cl[Pd]Cl.[Fe+2].O.C(#N)C>[C:26]([O:29][CH2:30][C:31]1[C:32]([N:46]2[CH2:57][CH2:56][N:55]3[C:48](=[CH:49][C:50]4[CH2:51][C:52]([CH3:59])([CH3:58])[CH2:53][C:54]=43)[C:47]2=[O:60])=[N:33][CH:34]=[CH:35][C:36]=1[C:2]1[CH:3]=[C:4]([NH:10][C:11]2[CH:16]=[CH:15][C:14]([C:17]([N:19]3[CH2:24][CH2:23][O:22][CH2:21][C@H:20]3[CH3:25])=[O:18])=[CH:13][N:12]=2)[C:5](=[O:9])[N:6]([CH3:8])[CH:7]=1)(=[O:28])[CH3:27] |f:2.3.4.5,6.7,8.9.10.11|. Starting materials: solution, [Cl-] (chloride), COC(CC(CCOC)=O)=O (5-methoxy-3-oxo-pentanoic acid methyl ester), ClC1=CC=C(C(=S)N)C=C1 (4-chlorothiobenz-amide), CO (methanol). The solvent is ClCCl (dichloromethane), ClCCl (dichloromethane). Reaction conditions: temperature 0 celsius, time 2 hour. The product is COC(=O)C1=C(N=C(S1)C1=CC=C(C=C1)Cl)CCOC (2-(4-Chloro-phenyl)-4-(2-methoxy-ethyl)-thiazole-5-carboxylic acid methyl ester). The yield is 56.3%. Reaction SMILES: [Cl-].[CH3:2][O:3][C:4](=[O:12])[CH2:5][C:6](=O)[CH2:7][CH2:8][O:9][CH3:10].[Cl:13][C:14]1[CH:22]=[CH:21][C:17]([C:18]([NH2:20])=[S:19])=[CH:16][CH:15]=1.CO>ClCCl>[CH3:2][O:3][C:4]([C:5]1[S:19][C:18]([C:17]2[CH:21]=[CH:22][C:14]([Cl:13])=[CH:15][CH:16]=2)=[N:20][C:6]=1[CH2:7][CH2:8][O:9][CH3:10])=[O:12]. Procedure: Add a 1.0 M solution of sufuryl chloride in dichloromethane (20.0 mL, 20.0 mmol) dropwise to a solution of 5-methoxy-3-oxo-pentanoic acid methyl ester (3.0 g, 18.8 mmol) in dichloromethane (20.0 mL) at 0° C. and stir under nitrogen at 0° C. for 2 h. Concentrate the reaction mixture on a rotavap (rotary evaporator), keeping the bath temperature at RT. Add 4-chlorothiobenz-amide (3.67 g, 21.5 mmol) to the residue, followed by methanol (30.0 mL) and heat to 60° C. for 18 h. Quench the reaction with... The reactants are O=Cc1ccccc1, O=C(Nc1ccc(Cl)cn1)c1ccccc1NC(=O)C1CCNCC1, O=C(O)C(F)(F)F. Yields the product O=C(Nc1ccc(Cl)cn1)c1ccccc1NC(=O)C1CCN(Cc2ccccc2)CC1. Reaction SMILES: [CH:33](=[O:34])[c:35]1[cH:36][cH:37][cH:38][cH:39][cH:40]1.[Cl:8][c:9]1[cH:10][cH:11][c:12]([NH:15][C:16]([c:17]2[c:18]([NH:23][C:24](=[O:25])[CH:26]3[CH2:27][CH2:28][NH:29][CH2:30][CH2:31]3)[cH:19][cH:20][cH:21][cH:22]2)=[O:32])[n:13][cH:14]1.[F:1][C:2]([F:3])([F:4])[C:5]([OH:6])=[O:7]>>[Cl:8][c:9]1[cH:10][cH:11][c:12]([NH:15][C:16]([c:17]2[c:18]([NH:23][C:24](=[O:25])[CH:26]3[CH2:27][CH2:28][N:29]([CH2:33][c:35]4[cH:36][cH:37][cH:38][cH:39][cH:40]4)[CH2:30][CH2:31]3)[cH:19][cH:20][cH:21][cH:22]2)=[O:32])[n:13][cH:14]1. Starting materials: [OH-].[Na+] (sodium hydroxide), stainless steel, OC1=CC=C(C=C1)C1=CCC(CC1)O (4-(4-hydroxyphenyl)-3-cyclohexene-1-ol), CC(=C)C1=CC=CC=C1 (α-methylstyrene). The reagents and catalysts are [C].[Pd] (palladium-carbon). The solvent is O (water). Yields the product C1(=CC=C(C=C1)C1=CC=C(C=C1)O)O (4,4'-biphenol). Yield: 99.4%. RXN SMILES: [OH:1][C:2]1[CH:7]=[CH:6][C:5]([C:8]2[CH2:13][CH2:12][CH:11]([OH:14])[CH2:10][CH:9]=2)=[CH:4][CH:3]=1.CC(C1C=CC=CC=1)=C.[OH-].[Na+]>[C].[Pd].O>[C:2]1([OH:1])[CH:3]=[CH:4][C:5]([C:8]2[CH:13]=[CH:12][C:11]([OH:14])=[CH:10][CH:9]=2)=[CH:6][CH:7]=1 |f:2.3,4.5|. Procedure details: A 300-ml stainless steel autoclave was charged with 38.0 g (0.20 mole) of 4-(4-hydroxyphenyl)-3-cyclohexene-1-ol, 1.5 g of 5% palladium-carbon, 70.9 g (0.60 mole) of α-methylstyrene and 100 g of water, and the internal atmosphere was replaced with nitrogen. The mixture was heated and reacted at 200° C. for 3 hours. The reaction mass was poured into a large volume of an aqueous sodium hydroxide solution, and the insoluble catalyst was removed by filtration. The organic layer was removed from the ... Run in CO (methanol), CO (methanol). Procedure: To a solution of 7 g (0.019 mol) 3-(bromodifluoromethylsulfonyl)-1-(N,N-diethylcarbamoyl)-1,2,4-triazole, prepared as in Example 1, in 50 ml methanol at room temperature was added 6.7 ml (0.029 mol) of a 25% w/v solution of sodium methoxide in methanol and the mixture was stirred for 2 h. The reaction mixture was then evaporated and the residue was triturated with ether. The resulting solid was collected by filtration, washed with ether and air-dried. A solution of the above solid in 50 ml water... The yield is 61.9%. Product: BrC(S(=O)(=O)C1=NNC=N1)(F)F (3-(bromodifluoromethylsulfonyl)-1,2,4-triazole). Conditions: time 2 hour. Starting materials: BrC(S(=O)(=O)C1=NN(C=N1)C(N(CC)CC)=O)(F)F (3-(bromodifluoromethylsulfonyl)-1-(N,N-diethylcarbamoyl)-1,2,4-triazole), C[O-].[Na+] (sodium methoxide). RXN SMILES: [Br:1][C:2]([F:19])([F:18])[S:3]([C:6]1[N:10]=[CH:9][N:8](C(=O)N(CC)CC)[N:7]=1)(=[O:5])=[O:4].C[O-].[Na+]>CO>[Br:1][C:2]([F:18])([F:19])[S:3]([C:6]1[N:10]=[CH:9][NH:8][N:7]=1)(=[O:4])=[O:5] |f:1.2|. RXN SMILES: [NH2:1][C:2]1[CH:7]=[CH:6][C:5]([C:8]2[N:9]=[C:10]([NH2:17])[C:11]3[N:12]([CH:14]=[CH:15][N:16]=3)[CH:13]=2)=[CH:4][CH:3]=1.[C:18]1([N:24]=[C:25]=[O:26])[CH:23]=[CH:22][CH:21]=[CH:20][CH:19]=1.CN1CCOCC1>C1(C)C=CC=CC=1>[NH2:17][C:10]1[C:11]2[N:12]([CH:14]=[CH:15][N:16]=2)[CH:13]=[C:8]([C:5]2[CH:4]=[CH:3][C:2]([NH:1][C:25]([NH:24][C:18]3[CH:23]=[CH:22][CH:21]=[CH:20][CH:19]=3)=[O:26])=[CH:7][CH:6]=2)[N:9]=1. Solvent: C1(=CC=CC=C1)C (toluene). Yields the product NC=1C=2N(C=C(N1)C1=CC=C(C=C1)NC(=O)NC1=CC=CC=C1)C=CN2 (1-[4-(8-Amino-imidazo[1,2-a]pyrazin-6-yl)-phenyl]-3-phenyl-urea). Reported procedure: (FIG. 1) Procedure: A mixture of 1.00 eq. of 6-(4-Amino-phenyl)-imidazo[1,2-a]pyrazin-8-ylamine, 1.50 eq. of phenylisocyanate, and 2.00 eq. of N-methylmorpholine, in toluene is mixed at room temperature for 2 hr. The mixture is partitioned between 1 N NaOH and ethyl acetate and extracted three times. The organic extracts are combined and dried over MgSO4. The solvent is removed under reduced pressure and the resulting residue is purified by flash chromatography (50% ethyl acetate/hexanes) to yie... Starting materials: NC1=CC=C(C=C1)C=1N=C(C=2N(C1)C=CN2)N (6-(4-Amino-phenyl)-imidazo[1,2-a]pyrazin-8-ylamine), C1(=CC=CC=C1)N=C=O (phenylisocyanate), CN1CCOCC1 (N-methylmorpholine). Starting materials: O=Cc1ccc2c(cnn2Cc2ncccc2C(F)(F)F)c1, O=C1CSC(N2CCOC(CO)C2)=N1. The product is O=C1N=C(N2CCOC(CO)C2)SC1=Cc1ccc2c(cnn2Cc2ncccc2C(F)(F)F)c1. RXN SMILES: [F:1][C:2]([c:3]1[c:4]([CH2:9][n:10]2[n:11][cH:12][c:13]3[cH:14][c:15]([CH:19]=[O:20])[cH:16][cH:17][c:18]23)[n:5][cH:6][cH:7][cH:8]1)([F:21])[F:22].[OH:23][CH2:24][CH:25]1[O:26][CH2:27][CH2:28][N:29]([C:31]2=[N:35][C:34](=[O:36])[CH2:33][S:32]2)[CH2:30]1>>[F:1][C:2]([c:3]1[c:4]([CH2:9][n:10]2[n:11][cH:12][c:13]3[cH:14][c:15]([CH:19]=[C:33]4[S:32][C:31]([N:29]5[CH2:28][CH2:27][O:26][CH:25]([CH2:24][OH:23])[CH2:30]5)=[N:35][C:34]4=[O:36])[cH:16][cH:17][c:18]23)[n:5][cH:6][cH:7][cH:8]1)([F:21])[F:22]. Starting materials: C1CCCCC1, CS(=O)(=O)O, CO, [Fe+2], O, O, O, O, O, O, O, OO, CC1(C)CC(=O)CC(C)(C)N1O, O=S(=O)([O-])[O-]. Product: CC1(C)CC(=O)CC(C)(C)N1OC1CCCCC1. RXN SMILES: [CH2:20]1[CH2:21][CH2:22][CH2:23][CH2:24][CH2:25]1.[CH3:15][S:16](=[O:17])(=[O:18])[OH:19].[CH3:39][OH:40].[Fe+2:38].[OH2:26].[OH2:27].[OH2:28].[OH2:29].[OH2:30].[OH2:31].[OH2:32].[OH:1][OH:2].[OH:3][N:4]1[C:5]([CH3:13])([CH3:14])[CH2:6][C:7](=[O:12])[CH2:8][C:9]1([CH3:10])[CH3:11].[S:33]([O-:34])([O-:35])(=[O:36])=[O:37]>>[O:3]([N:4]1[C:5]([CH3:13])([CH3:14])[CH2:6][C:7](=[O:12])[CH2:8][C:9]1([CH3:10])[CH3:11])[CH:20]1[CH2:21][CH2:22][CH2:23][CH2:24][CH2:25]1. Reactants: C12C(CCCC1)O2 (cyclohexene oxide), C1C=CC2=CC=CC=C12 (indene), C(CCC)[Li] (n-butyllithium), [Cl-].[NH4+] (ammonium chloride). The solvent is CCCCCC (hexane), CCCCCC (hexane), ice water. Conditions: time 2 hour. Yields the product C1(C=CC2=CC=CC=C12)[C@H]1[C@@H](CCCC1)O (Trans-2-(1-Indenyl)-cyclohexanol). Isolated yield 87.7%. Reaction SMILES: [CH2:1]1[C:9]2[C:4](=[CH:5][CH:6]=[CH:7][CH:8]=2)[CH:3]=[CH:2]1.C([Li])CCC.[CH:15]12[O:21][CH:16]1[CH2:17][CH2:18][CH2:19][CH2:20]2.[Cl-].[NH4+]>CCCCCC>[CH:1]1([C@@H:15]2[CH2:20][CH2:19][CH2:18][CH2:17][C@H:16]2[OH:21])[C:9]2[C:4](=[CH:5][CH:6]=[CH:7][CH:8]=2)[CH:3]=[CH:2]1 |f:3.4|. Procedure: A solution of 29.4 g of indene (0.25 mol) in 500 mL of dry hexane was reacted with 100 mL of n-butyllithium (2.5M in hexanes, 0.25 mol) at room temperature. After 2 hrs. the slurry was chilled in ice water and a solution of 24.5 g of cyclohexene oxide (0.25 mol) in 200 mL of dry hexane added during 8 hrs. After warming to room temperature the slurry was stirred overnight. The resulting mixture was treated with aqueous ammonium chloride and the resulting organic layer was separated and washed wit...